Dataset: the Open Reaction Database (ORD), a public repository of structured organic reaction records. Task: describe an organic reaction: reactants, conditions, products, and yield Starting materials: O1C(CCC=2C=CCSC12)OCCBr ((8-thiachromanyloxyethyl) bromide), C1(=CC=CC=C1)N(C(CC)=O)C1CCNCC1 (4-(N-phenyl N-propionylamino) piperidine). Yields the product O1C(CCC=2C=CCSC12)OCCN1CCC(CC1)N(C(CC)=O)C1=CC=CC=C1 ((8-thiachromanyloxyethyl) 4-(N'-phenyl N'-propionylamino) piperidine). As a reaction SMILES: [O:1]1[C:10]2[S:9][CH2:8][CH:7]=[CH:6][C:5]=2[CH2:4][CH2:3][CH:2]1[O:11][CH2:12][CH2:13]Br.[C:15]1([N:21]([CH:26]2[CH2:31][CH2:30][NH:29][CH2:28][CH2:27]2)[C:22](=[O:25])[CH2:23][CH3:24])[CH:20]=[CH:19][CH:18]=[CH:17][CH:16]=1>>[O:1]1[C:10]2[S:9][CH2:8][CH:7]=[CH:6][C:5]=2[CH2:4][CH2:3][CH:2]1[O:11][CH2:12][CH2:13][N:29]1[CH2:28][CH2:27][CH:26]([N:21]([C:15]2[CH:16]=[CH:17][CH:18]=[CH:19][CH:20]=2)[C:22](=[O:25])[CH2:23][CH3:24])[CH2:31][CH2:30]1. Procedure: Using the procedure of Example I step B and starting from (8-thiachromanyloxyethyl) bromide and 4-(N-phenyl N-propionylamino) piperidine, N (8-thiachromanyloxyethyl) 4-(N'-phenyl N'-propionylamino) piperidine is obtained and isolated as its oxalate which melts at 182°-184°. The reactants are F[B-](F)(F)F, O=C(O)CC1Cc2cc(Br)c3[nH]ncc3c2COC1=O, CN(C)C=O, CCN(C(C)C)C(C)C, Cl, O=c1[nH]c2ccccc2cc1C1CCNCC1, CN(C)C(On1nnc2ccccc21)=[N+](C)C. Product: O=C1OCc2c(cc(Br)c3[nH]ncc23)CC1CC(=O)N1CCC(c2cc3ccccc3[nH]c2=O)CC1. Reaction SMILES: [B-:30]([F:31])([F:32])([F:33])[F:34].[Br:1][c:2]1[cH:3][c:4]2[c:5]([c:6]3[cH:7][n:8][nH:9][c:10]13)[CH2:11][O:12][C:13](=[O:20])[CH:14]([CH2:16][C:17](=[O:18])[OH:19])[CH2:15]2.[CH3:70][N:71]([CH3:72])[CH:73]=[O:74].[CH:21]([N:22]([CH2:23][CH3:24])[CH:25]([CH3:26])[CH3:27])([CH3:28])[CH3:29].[ClH:52].[NH:53]1[CH2:54][CH2:55][CH:56]([c:59]2[c:60](=[O:69])[nH:61][c:62]3[cH:63][cH:64][cH:65][cH:66][c:67]3[cH:68]2)[CH2:57][CH2:58]1.[n:35]1([O:36][C:37]([N:38]([CH3:39])[CH3:40])=[N+:41]([CH3:42])[CH3:43])[c:44]2[cH:45][cH:46][cH:47][cH:48][c:49]2[n:50][n:51]1>>[Br:1][c:2]1[cH:3][c:4]2[c:5]([c:6]3[cH:7][n:8][nH:9][c:10]13)[CH2:11][O:12][C:13](=[O:20])[CH:14]([CH2:16][C:17](=[O:19])[N:53]1[CH2:54][CH2:55][CH:56]([c:59]3[c:60](=[O:69])[nH:61][c:62]4[cH:63][cH:64][cH:65][cH:66][c:67]4[cH:68]3)[CH2:57][CH2:58]1)[CH2:15]2. Starting materials: P(Br)(Br)Br (phosphorus tribromide), FC(C1=C(CO)C=CC=C1)(F)F (o-trifluoromethylbenzyl alcohol). The solvent is C1(=CC=CC=C1)C (toluene), C1(=CC=CC=C1)C (toluene). Reaction conditions: time 2 hour. The product is FC(C1=C(CBr)C=CC=C1)(F)F (o-Trifluoromethylbenzyl bromide). RXN SMILES: P(Br)(Br)[Br:2].[F:5][C:6]([F:16])([F:15])[C:7]1[CH:14]=[CH:13][CH:12]=[CH:11][C:8]=1[CH2:9]O>C1(C)C=CC=CC=1>[F:5][C:6]([F:16])([F:15])[C:7]1[CH:14]=[CH:13][CH:12]=[CH:11][C:8]=1[CH2:9][Br:2]. Reported procedure: A solution of 30 ml of phosphorus tribromide in 60 ml of absolute toluene was added dropwise at 20°-30° C. to a solution of 14 g of o-trifluoromethylbenzyl alcohol in 80 ml of absolute toluene. Subsequently, the reaction mixture was stirred at room temperature for 2 hours, the toluene was distilled under reduced pressure, the residue was dissolved in methylene chloride, treated with water and the mixture was adjusted to pH 8.0 with potassium hydrogen carbonate. The aqueous phase was extracted th... Starting materials: ClC=1C=C2CN(CC2=CC1OC)CC1=CC=C(C=C1)OC (5-chloro-6-methoxy-2-(4-methoxy-benzyl)-2,3-dihydro-1H-isoindole), C1(=CC=CC=C1)OC (anisole). Run in FC(C(=O)O)(F)F (trifluoroacetic acid). Yields the product ClC=1C=C2CNCC2=CC1OC (5-chloro-6-methoxy-2,3-dihydro-1H-isoindole). Isolated yield 70.6%. Reaction SMILES: [Cl:1][C:2]1[CH:3]=[C:4]2[C:8](=[CH:9][C:10]=1[O:11][CH3:12])[CH2:7][N:6](CC1C=CC(OC)=CC=1)[CH2:5]2.C1(OC)C=CC=CC=1>FC(F)(F)C(O)=O>[Cl:1][C:2]1[CH:3]=[C:4]2[C:8](=[CH:9][C:10]=1[O:11][CH3:12])[CH2:7][NH:6][CH2:5]2. Procedure details: A solution of 5-chloro-6-methoxy-2-(4-methoxy-benzyl)-2,3-dihydro-1H-isoindole (600 mg) and anisole (0.3 ml) in trifluoroacetic acid (6 ml) was heated at 180° C. (50 W) for 40 minutes in a CEM discover microwave synthesiser. The reaction mixture was evaporated and re-evaporated with toluene. The crude material was partitioned between DCM and water, the aqueous layer washed with DCM (x 3) then evaporated and re-evaporated with toluene to give 5-chloro-6-methoxy-2,3-dihydro-1H-isoindole (256 mg) a... The reactants are OC/C(=C/[N+](=O)[O-])/C1=CC=CC=C1 ((E)-3-hydroxy-1-nitro-2-phenyl-1-propene), C=CC (1-propene). The product is OCC(C[N+](=O)[O-])C1=CC=CC=C1 (3-hydroxy-1-nitro-2-phenylpropane). Yield: 55.0%. Reaction SMILES: [OH:1][CH2:2]/[C:3](/[C:8]1[CH:13]=[CH:12][CH:11]=[CH:10][CH:9]=1)=[CH:4]/[N+:5]([O-:7])=[O:6].C=CC>>[OH:1][CH2:2][CH:3]([C:8]1[CH:13]=[CH:12][CH:11]=[CH:10][CH:9]=1)[CH2:4][N+:5]([O-:7])=[O:6]. Procedure: The same procedure as Example 17, except that (E)-3-hydroxy-1-nitro-2-phenyl-1-propene was used in place of (E)-1-nitro-2-(pyridin: 2-yl)-1-propene, provided optically active 3-hydroxy-1-nitro-2-phenylpropane. Reactants: OO (hydrogen peroxide), C(C1=CC=CC=C1)NCC1=CC=CC=C1 (Dibenzylamine), S(=O)(=O)([O-])[O-].[Mg+2] (magnesium sulfate), C(C(=O)O)(=O)O (oxalic acid). Reagents/catalysts: C[Re](=O)(=O)=O (methyltrioxorhenium). Run in C(C)(=O)OCC (ethyl acetate), CC(=O)C (acetone). Product: C(C(=O)O)(=O)O (oxalic acid), C(C1=CC=CC=C1)N(O)CC1=CC=CC=C1 (N,N-dibenzylhydroxylamine). The yield is 102.7%. Reaction SMILES: [CH2:1]([NH:8][CH2:9][C:10]1[CH:15]=[CH:14][CH:13]=[CH:12][CH:11]=1)[C:2]1[CH:7]=[CH:6][CH:5]=[CH:4][CH:3]=1.S([O-])([O-])(=O)=[O:17].[Mg+2].OO.[C:24]([OH:29])(=[O:28])[C:25]([OH:27])=[O:26]>CC(C)=O.C[Re](=O)(=O)=O.C(OCC)(=O)C>[C:24]([OH:29])(=[O:28])[C:25]([OH:27])=[O:26].[CH2:9]([N:8]([CH2:1][C:2]1[CH:7]=[CH:6][CH:5]=[CH:4][CH:3]=1)[OH:17])[C:10]1[CH:15]=[CH:14][CH:13]=[CH:12][CH:11]=1 |f:1.2|. Reported procedure: Dibenzylamine (3.0 g, 0.0152 mole) was added with ethyl acetate (15 ml) and anhydrous magnesium sulfate (3 g), and the mixture was stirred under ice cooling. A solution of methyltrioxorhenium (0.0114 g, 0.0457 mmole) dissolved in 35% aqueous hydrogen peroxide (1.8 g, 0.018 mole) was added dropwise to the mixture over 1 hour so as to keep internal temperature at 5° C. to 10° C. After the reaction mixture was stirred at the same temperature for 1 hour, the magnesium sulfate was removed by filtrati... The reactants are FC(C(N)=N)(F)F (2,2,2-trifluoroethanimidamide), O=C(CC(=O)OC)C (3-oxobutanoic acid, methyl ester), C[O-].[Na+] (sodium methoxide). The solvent is CO (methanol). Run at time 8 hour. Yields the product CC1=CC(NC(=N1)C(F)(F)F)=O (6-Methyl-2-(trifluoromethyl)pyrimidin-4(3H)-one). RXN SMILES: [F:1][C:2]([F:7])([F:6])[C:3](=[NH:5])[NH2:4].O=[C:9]([CH3:15])[CH2:10][C:11](OC)=[O:12].C[O-].[Na+]>CO>[CH3:15][C:9]1[N:4]=[C:3]([C:2]([F:7])([F:6])[F:1])[NH:5][C:11](=[O:12])[CH:10]=1 |f:2.3|. Procedure details: To a solution of 2,2,2-trifluoroethanimidamide (3.02 g, 22.9 mmol) and 3-oxobutanoic acid, methyl ester (2.60 mL, 24.0 mmol) in methanol (25 mL) was added 25 wt % sodium methoxide (10.5 mL, 45.8 mmol). The reaction solution was stirred at room temperature overnight. The solvent was removed in vacuo and diluted with ethyl acetate and 5M HCl. The aqueous layer was extracted with ethyl acetate once. The organic solutions were washed with brine, dried over sodium sulfate, filtered and concentrated. ...